This data is from the Open Reaction Database (ORD), a public repository of structured organic reaction records. The task is: describe an organic reaction: reactants, conditions, products, and yield Starting materials: NC(=O)C1CN(CCN1CCCC(C1=CC=C(C=C1)F)C1=CC=C(C=C1)F)CC(=O)NC1=C(C=CC=C1C)C (3-(aminocarbonyl)-4-[4,4-bis(4-fluorophenyl)butyl]-N-(2,6-dimethylphenyl)-1-piperazineacetamide), C(\C=C/C(=O)[O-])(=O)[O-] ((Z)-2-butenedioate). Run in CC(C)=O (2-propanone), CC(C)=O (2-propanone). Product: C(\C=C/C(=O)O)(=O)O.NC(=O)C1CN(CCN1CCCC(C1=CC=C(C=C1)F)C1=CC=C(C=C1)F)CC(=O)NC1=C(C=CC=C1C)C (3-(aminocarbonyl)-4-[4,4-bis(4-fluorophenyl)butyl]-N-(2,6-dimethylphenyl)-1-piperazineacetamide (Z)-2-butenedioate), monohydrate. Yield: 39.0%. RXN SMILES: [NH2:1][C:2]([CH:4]1[N:9]([CH2:10][CH2:11][CH2:12][CH:13]([C:21]2[CH:26]=[CH:25][C:24]([F:27])=[CH:23][CH:22]=2)[C:14]2[CH:19]=[CH:18][C:17]([F:20])=[CH:16][CH:15]=2)[CH2:8][CH2:7][N:6]([CH2:28][C:29]([NH:31][C:32]2[C:37]([CH3:38])=[CH:36][CH:35]=[CH:34][C:33]=2[CH3:39])=[O:30])[CH2:5]1)=[O:3].[C:40]([O-:47])(=[O:46])/[CH:41]=[CH:42]\[C:43]([O-:45])=[O:44]>CC(=O)C>[C:40]([OH:47])(=[O:46])/[CH:41]=[CH:42]\[C:43]([OH:45])=[O:44].[NH2:1][C:2]([CH:4]1[N:9]([CH2:10][CH2:11][CH2:12][CH:13]([C:14]2[CH:19]=[CH:18][C:17]([F:20])=[CH:16][CH:15]=2)[C:21]2[CH:22]=[CH:23][C:24]([F:27])=[CH:25][CH:26]=2)[CH2:8][CH2:7][N:6]([CH2:28][C:29]([NH:31][C:32]2[C:37]([CH3:38])=[CH:36][CH:35]=[CH:34][C:33]=2[CH3:39])=[O:30])[CH2:5]1)=[O:3] |f:3.4|. Procedure: A solution of 3 parts of 3-(aminocarbonyl)-4-[4,4-bis(4-fluorophenyl)butyl]-N-(2,6-dimethylphenyl)-1-piperazineacetamide in 80 parts of 2-propanone was added to a solution of 1.9 parts of (Z)-2-butenedioate in 40 parts of 2-propanone: slowly crystallization. The product was filtered off and recrystallized twice from 2-propanol and once from 2-propanone, yielding 1.56 parts (39%) of 3-(aminocarbonyl)-4-[4,4-bis(4-fluorophenyl)butyl]-N-(2,6-dimethylphenyl)-1-piperazineacetamide (Z)-2-butenedioate ... The reactants are CCO, Cc1ccc(S(=O)(=O)C2(CCCC#Cc3ccc(Cl)cc3)SC(=O)NC2=O)cc1. The product is Cc1ccc(S(=O)(=O)C2(CCCC=Cc3ccc(Cl)cc3)SC(=O)NC2=O)cc1. Reaction SMILES: [CH3:30][CH2:31][OH:32].[Cl:1][c:2]1[cH:3][cH:4][c:5]([C:8]#[C:9][CH2:10][CH2:11][CH2:12][C:13]2([S:20](=[O:21])(=[O:22])[c:23]3[cH:24][cH:25][c:26]([CH3:29])[cH:27][cH:28]3)[C:14](=[O:19])[NH:15][C:16](=[O:18])[S:17]2)[cH:6][cH:7]1>>[Cl:1][c:2]1[cH:3][cH:4][c:5]([CH:8]=[CH:9][CH2:10][CH2:11][CH2:12][C:13]2([S:20](=[O:21])(=[O:22])[c:23]3[cH:24][cH:25][c:26]([CH3:29])[cH:27][cH:28]3)[C:14](=[O:19])[NH:15][C:16](=[O:18])[S:17]2)[cH:6][cH:7]1. The reactants are Br.N1CC(CCC1)SC1=CC=C(C=C1)O ((RS)-4-(piperidin-3-yl-sulfanyl)-phenol hydrobromide), C(CC1=CC=CC=C1)C1OC1 ((RS)-2-phenethyl-oxirane). Product: OC(CN1CC(CCC1)SC1=CC=C(C=C1)O)CCC1=CC=CC=C1 ((2RS,3SR)-4-[1-(2-Hydroxy-4-phenyl-butyl)-piperidin-3-yl-sulfanyl]-phenol). RXN SMILES: Br.[NH:2]1[CH2:7][CH2:6][CH2:5][CH:4]([S:8][C:9]2[CH:14]=[CH:13][C:12]([OH:15])=[CH:11][CH:10]=2)[CH2:3]1.[CH2:16]([CH:24]1[CH2:26][O:25]1)[CH2:17][C:18]1[CH:23]=[CH:22][CH:21]=[CH:20][CH:19]=1>>[OH:25][CH:24]([CH2:16][CH2:17][C:18]1[CH:23]=[CH:22][CH:21]=[CH:20][CH:19]=1)[CH2:26][N:2]1[CH2:7][CH2:6][CH2:5][CH:4]([S:8][C:9]2[CH:14]=[CH:13][C:12]([OH:15])=[CH:11][CH:10]=2)[CH2:3]1 |f:0.1|. Reported procedure: The title compound, MS: m/e=358.2 (M+H+) was prepared from (RS)-4-(piperidin-3-yl-sulfanyl)-phenol hydrobromide and (RS)-2-phenethyl-oxirane.